This data is from the Open Reaction Database (ORD), a public repository of structured organic reaction records. The task is: describe an organic reaction: reactants, conditions, products, and yield The reactants are [Cr](=O)(=O)([O-])Cl.[NH+]1=CC=CC=C1 (Pyridinium chlorochromate), OCCCCCCCCCCC1=C(C(C(=C(C1=O)OC)OC)=O)C (6-(10-hydroxydecyl)-2,3-dimethoxy-5-methyl-1,4-benzoquinone), C(C)(=O)[O-].[Na+] (sodium acetate), [Cr](=O)(=O)([O-])Cl.[NH+]1=CC=CC=C1 (pyridinium chlorochromate), C(C)(=O)[O-].[Na+] (sodium acetate), ice water. The solvent is ClCCl (dichloromethane), ClCCl (dichloromethane). The product is C(=O)CCCCCCCCCC1=C(C(C(=C(C1=O)OC)OC)=O)C (6-(9-formylnonyl)-2,3-dimethoxy-5-methyl-1,4-benzoquinone). The yield is 38.7%. As a reaction SMILES: [Cr](Cl)([O-])(=O)=O.[NH+]1C=CC=CC=1.C([O-])(=O)C.[Na+].[OH:17][CH2:18][CH2:19][CH2:20][CH2:21][CH2:22][CH2:23][CH2:24][CH2:25][CH2:26][CH2:27][C:28]1[C:33](=[O:34])[C:32]([O:35][CH3:36])=[C:31]([O:37][CH3:38])[C:30](=[O:39])[C:29]=1[CH3:40]>ClCCl>[CH:18]([CH2:19][CH2:20][CH2:21][CH2:22][CH2:23][CH2:24][CH2:25][CH2:26][CH2:27][C:28]1[C:33](=[O:34])[C:32]([O:35][CH3:36])=[C:31]([O:37][CH3:38])[C:30](=[O:39])[C:29]=1[CH3:40])=[O:17] |f:0.1,2.3|. Procedure: Pyridinium chlorochromate (3.3 g) and sodium acetate (0.5 g) were suspended in dichloromethane (2.5 ml). To the suspension was added a solution of 6-(10-hydroxydecyl)-2,3-dimethoxy-5-methyl-1,4-benzoquinone (3.38 g) in dichloromethane (20 ml) at room temperature. The mixture was stirred for an hour. Then, additional amount of pyridinium chlorochromate (1 g) and sodium acetate (0.5 g) were added and the mixture was stirred for another 1.5 hours. The reaction mixture was poured into an ice water a...